This data is from the Open Reaction Database (ORD), a public repository of structured organic reaction records. The task is: describe an organic reaction: reactants, conditions, products, and yield The reactants are CC1(NC2=CC=C(C=C2C(=C1)C)OS(=O)(=O)C(F)(F)F)C (Trifluoromethanesulfonic acid 2,2,4-trimethyl-1,2-dihydroquinolin-6-yl ester), COC=1C=C(C=CC1OC)B(O)O (3,4-dimethoxyphenylboronic acid), C(C=C)S (allyl mercaptan). The product is C(C=C)SCC1=CC(NC2=CC=C(C=C12)C1=CC(=C(C=C1)OC)OC)(C)C (4-Allylsulfanylmethyl-6-(3,4-dimethoxyphenyl)-2,2-dimethyl-1,2-dihydroquinoline). As a reaction SMILES: [CH3:1][C:2]1([CH3:21])[CH:11]=[C:10]([CH3:12])[C:9]2[C:4](=[CH:5][CH:6]=[C:7](OS(C(F)(F)F)(=O)=O)[CH:8]=2)[NH:3]1.[CH3:22][O:23][C:24]1[CH:25]=[C:26](B(O)O)[CH:27]=[CH:28][C:29]=1[O:30][CH3:31].[CH2:35]([SH:38])[CH:36]=[CH2:37]>>[CH2:35]([S:38][CH2:12][C:10]1[C:9]2[C:4](=[CH:5][CH:6]=[C:7]([C:27]3[CH:26]=[CH:25][C:24]([O:23][CH3:22])=[C:29]([O:30][CH3:31])[CH:28]=3)[CH:8]=2)[NH:3][C:2]([CH3:1])([CH3:21])[CH:11]=1)[CH:36]=[CH2:37]. Procedure: Trifluoromethanesulfonic acid 2,2,4-trimethyl-1,2-dihydroquinolin-6-yl ester was coupled with 3,4-dimethoxyphenylboronic acid. Bromination and coupling reaction with allyl mercaptan gave 10 mg of the title compound. Reactants: BrC=1C=CC(=C(C=O)C1)[N+](=O)[O-] (5-bromo-2-nitro-benzaldehyde), O=C(CC(=O)OCC)C (ethyl 3-oxobutanoate), solution, [Sn](Cl)Cl (tin(II)chloride). The reagents and catalysts are [Cl-].[Zn+2].[Cl-] (zinc(II)chloride). Solvent: C(C)O (ethanol), C(C)OCC (diethyl ether), C(C)O (ethanol). Run at temperature 70 celsius. The product is BrC=1C=C2C=C(C(=NC2=CC1)C)C(=O)OCC (ethyl 6-bromo-2-methyl-3-quinolinecarboxylate). Yield: 54.5%. RXN SMILES: [Sn](Cl)Cl.[Br:4][C:5]1[CH:6]=[CH:7][C:8]([N+:13]([O-])=O)=[C:9]([CH:12]=1)[CH:10]=O.O=[C:17]([CH3:24])[CH2:18][C:19]([O:21][CH2:22][CH3:23])=[O:20]>C(OCC)C.C(O)C.[Cl-].[Zn+2].[Cl-]>[Br:4][C:5]1[CH:12]=[C:9]2[C:8](=[CH:7][CH:6]=1)[N:13]=[C:17]([CH3:24])[C:18]([C:19]([O:21][CH2:22][CH3:23])=[O:20])=[CH:10]2 |f:5.6.7|. Procedure details: A 2.2 M solution of zinc(II)chloride (9.88 mL, 21.74 mmol) in diethyl ether was added to tin(II)chloride (4.12 g, 21.74 mmol) and activated 4 Å molecular sieve pellets (1.00 g) in ethanol (10 mL) under argon. Then, 5-bromo-2-nitro-benzaldehyde (1.00 g, 4.35 mmol) and ethyl 3-oxobutanoate (594.0 mg, 4.56 mmol) in ethanol (12 mL) were added to the reaction mixture via canula. The mixture was heated at 70° C. in an oil bath for three hours, then allowed to cool to room temperature, and carefully qu...